This data is from the Open Reaction Database (ORD), a public repository of structured organic reaction records. The task is: describe an organic reaction: reactants, conditions, products, and yield The reactants are C(C1=CC=CC=C1)N1C([C@H](NC(C1)=O)CC1=C(C=CC(=C1)Br)OC)=O ((R)-1-benzyl-3-(5-bromo-2-methoxy-benzyl)-piperazine-2,5-dione), C1(=CC=CC=C1)C (toluene). Reagents/catalysts: C1=CC=C(C=C1)P([C-]2C=CC=C2)C3=CC=CC=C3.C1=CC=C(C=C1)P([C-]2C=CC=C2)C3=CC=CC=C3.Cl[Pd]Cl.[Fe+2] (Pd(dppf)Cl2). Solvent: O1CCOCC1 (dioxane), C[Zn]C (dimethyl zinc). Yields the product C(C1=CC=CC=C1)N1C([C@H](NC(C1)=O)CC1=C(C=CC(=C1)C)OC)=O ((R)-1-benzyl-3-(5-methyl-2-methoxy-benzyl)-piperazine-2,5-dione). As a reaction SMILES: [CH2:1]([N:8]1[CH2:13][C:12](=[O:14])[NH:11][C@H:10]([CH2:15][C:16]2[CH:21]=[C:20](Br)[CH:19]=[CH:18][C:17]=2[O:23][CH3:24])[C:9]1=[O:25])[C:2]1[CH:7]=[CH:6][CH:5]=[CH:4][CH:3]=1.[C:26]1(C)C=CC=CC=1>O1CCOCC1.C[Zn]C.C1C=CC(P(C2C=CC=CC=2)[C-]2C=CC=C2)=CC=1.C1C=CC(P(C2C=CC=CC=2)[C-]2C=CC=C2)=CC=1.Cl[Pd]Cl.[Fe+2]>[CH2:1]([N:8]1[CH2:13][C:12](=[O:14])[NH:11][C@H:10]([CH2:15][C:16]2[CH:21]=[C:20]([CH3:26])[CH:19]=[CH:18][C:17]=2[O:23][CH3:24])[C:9]1=[O:25])[C:2]1[CH:7]=[CH:6][CH:5]=[CH:4][CH:3]=1 |f:4.5.6.7|. Reported procedure: To a degassed mixture of (R)-1-benzyl-3-(5-bromo-2-methoxy-benzyl)-piperazine-2,5-dione (1.91 g, 4.74 mmol) and Pd(dppf)Cl2 (0.12 g, 0.14 mmol) in dioxane (18 mL), 2M dimethyl zinc in toluene (4.74 mL, 9.48 mmol) was slowly added at 0° C. and heated at reflux for 1 h to give dark brownish reaction mixture. The mixture was then cooled RT and quenched with methanol (10 mL) and filtered off the precipitate and rinsed with more methanol (20 mL). Filtrate was concentrated and purified (SiO2, 95:5, CH...